This data is from the Open Reaction Database (ORD), a public repository of structured organic reaction records. The task is: describe an organic reaction: reactants, conditions, products, and yield The reactants are BrC1=CC=C(CC2OCCO2)C=C1 (2-(4-bromobenzyl)-1,3-dioxolane), B(C1=CC(=CC=C1)C=O)(O)O (3-formylboronic acid), tetrakis-(triphenylphosphine)palladium (0), C([O-])([O-])=O.[Na+].[Na+] (sodium carbonate), [BH4-].[Na+] (Sodium borohydride). Solvent: O1CCOCC1.O (dioxan water), CO (methanol). Run at temperature 125 celsius, time 30 minute. The product is O1C(OCC1)CC1=CC=C(C=C1)C1=CC(=CC=C1)CO ((4′-((1,3-Dioxolan-2-yl)methyl)-[1,1′-biphenyl]-3-yl)methanol). Yield: 52.3%. Reaction SMILES: Br[C:2]1[CH:13]=[CH:12][C:5]([CH2:6][CH:7]2[O:11][CH2:10][CH2:9][O:8]2)=[CH:4][CH:3]=1.B(O)(O)[C:15]1[CH:20]=[CH:19][CH:18]=[C:17]([CH:21]=[O:22])[CH:16]=1.C(=O)([O-])[O-].[Na+].[Na+].[BH4-].[Na+]>O1CCOCC1.O.CO>[O:8]1[CH2:9][CH2:10][O:11][CH:7]1[CH2:6][C:5]1[CH:12]=[CH:13][C:2]([C:15]2[CH:20]=[CH:19][CH:18]=[C:17]([CH2:21][OH:22])[CH:16]=2)=[CH:3][CH:4]=1 |f:2.3.4,5.6,7.8|. Procedure: A mixture of 2-(4-bromobenzyl)-1,3-dioxolane (2.0 g, 8.2 mmol), 3-formylboronic acid (2.45 g, 16.4 mmol), tetrakis-(triphenylphosphine)palladium (0) (0.763 g, 0.66 mmol), and sodium carbonate (1.74 g, 16.4 mmol) in dioxan/water (15 mL/3 mL) in a microwave vessel was degassed in a stream of nitrogen for 10 minutes. The vessel was sealed and heated in the microwave at 125° C. for 30 minutes. The solvent was decanted off, and the solid residues washed with ethyl acetate. The organic phases were com...